This data is from the Open Reaction Database (ORD), a public repository of structured organic reaction records. The task is: describe an organic reaction: reactants, conditions, products, and yield The reactants are OC1=C(C=O)C=C(C=C1)OC (2-Hydroxy-5-methoxybenzaldehyde), CN(CCCCl)C (3-dimethylaminopropyl chloride), CN(C=O)C (dimethylformamide), [H-].[Na+] (sodium hydride). The solvent is C1(=CC=CC=C1)C (toluene). The product is CN(CCCOC1=C(C=O)C=C(C=C1)OC)C (2-[3-(Dimethylamino)propoxy]-5-methoxybenzaldehyde). RXN SMILES: [OH:1][C:2]1[CH:9]=[CH:8][C:7]([O:10][CH3:11])=[CH:6][C:3]=1[CH:4]=[O:5].CN(C)C=O.[H-].[Na+].[CH3:19][N:20]([CH3:25])[CH2:21][CH2:22][CH2:23]Cl>C1(C)C=CC=CC=1>[CH3:19][N:20]([CH3:25])[CH2:21][CH2:22][CH2:23][O:1][C:2]1[CH:9]=[CH:8][C:7]([O:10][CH3:11])=[CH:6][C:3]=1[CH:4]=[O:5] |f:2.3|. Reported procedure: 2-Hydroxy-5-methoxybenzaldehyde (31.2 g) in 170 ml. of dimethylformamide is treated first with 10.1 g of 50% sodium hydride, then with 160 ml. of a 2 N toluene solution of 3-dimethylaminopropyl chloride, following the procedure described in Example 1A, yielding 34.1 g of the title compound, boiling point 149°-155° C. at 0.2-0.3 mm of Hg. Reactants: C(C1=CC=CC=C1)N1C(NC2=C1C=CC=C2OCC2=CC=CC=C2)=O (1-benzyl-4-benzyloxy-1,3-dihydro-benzoimidazol-2-one), C1CCOC1 (THF). Reagents/catalysts: [OH-].[Pd+2].[OH-] (palladium hydroxide). The solvent is C(C)(=O)OCC (ethyl acetate). Conditions: time 2 hour. The product is C(C1=CC=CC=C1)N1C(NC2=C1C=CC=C2O)=O (1-benzyl-4-hydroxy-1,3-dihydro-benzoimidazol-2-one). Yield: 100.0%. As a reaction SMILES: [CH2:1]([N:8]1[C:12]2[CH:13]=[CH:14][CH:15]=[C:16]([O:17]CC3C=CC=CC=3)[C:11]=2[NH:10][C:9]1=[O:25])[C:2]1[CH:7]=[CH:6][CH:5]=[CH:4][CH:3]=1.C1COCC1>C(OCC)(=O)C.[OH-].[Pd+2].[OH-]>[CH2:1]([N:8]1[C:12]2[CH:13]=[CH:14][CH:15]=[C:16]([OH:17])[C:11]=2[NH:10][C:9]1=[O:25])[C:2]1[CH:3]=[CH:4][CH:5]=[CH:6][CH:7]=1 |f:3.4.5|. Procedure details: To a solution of 1-benzyl-4-benzyloxy-1,3-dihydro-benzoimidazol-2-one (0.875 g, 2.64 mmol) in 100 ml of 1:1 ethyl acetate:THF was added palladium hydroxide (0.270 mg, 1.923 mmol). The reaction mixture was purged with hydrogen gas at 1 atm., allowed to stir at room temperature for 2 hours, and then filtered through celite. The filtrate was concentrated in vacuo to give 640 mg (2.64 mmol. quantitative) of 1-benzyl-4-hydroxy-1,3-dihydro-benzoimidazol-2-one as a white solid. MS: 241 (M+H)+. The reactants are Cl.NCC1=CC=C(C=C1)N\C(\C1=CC=CC=C1)=C\1/C(NC2=CC=C(C=C12)[N+](=O)[O-])=O ((Z)-3-[1-(4-aminomethyl-phenylamino)-1-phenyl-methylidene]-5-nitro-2-indolinone-hydrochloride), C(C)=O (acetaldehyde), C(#N)[BH3-].[Na+] (sodium cyanoborohydride). Solvent: CO (methanol). The product is C(C)NCC1=CC=C(C=C1)N\C(\C1=CC=CC=C1)=C\1/C(NC2=CC=C(C=C12)[N+](=O)[O-])=O ((Z)-3-[1-(4-ethylaminomethyl-phenylamino)-1-phenyl-methylidene]-5-nitro-2-indolinone). RXN SMILES: Cl.[NH2:2][CH2:3][C:4]1[CH:9]=[CH:8][C:7]([NH:10]/[C:11](=[C:18]2\[C:19](=[O:30])[NH:20][C:21]3[C:26]\2=[CH:25][C:24]([N+:27]([O-:29])=[O:28])=[CH:23][CH:22]=3)/[C:12]2[CH:17]=[CH:16][CH:15]=[CH:14][CH:13]=2)=[CH:6][CH:5]=1.[CH:31](=O)[CH3:32].C([BH3-])#N.[Na+]>CO>[CH2:31]([NH:2][CH2:3][C:4]1[CH:5]=[CH:6][C:7]([NH:10]/[C:11](=[C:18]2\[C:19](=[O:30])[NH:20][C:21]3[C:26]\2=[CH:25][C:24]([N+:27]([O-:29])=[O:28])=[CH:23][CH:22]=3)/[C:12]2[CH:13]=[CH:14][CH:15]=[CH:16][CH:17]=2)=[CH:8][CH:9]=1)[CH3:32] |f:0.1,3.4|. Reported procedure: Prepared analogously to Example 159 from (Z)-3-[1-(4-aminomethyl-phenylamino)-1-phenyl-methylidene]-5-nitro-2-indolinone-hydrochloride, acetaldehyde and sodium cyanoborohydride in methanol. RXN SMILES: Cl[CH2:2][CH2:3][C:4]1([CH2:16][CH3:17])[C:9]2[CH:10]=[CH:11][C:12]([O:14][CH3:15])=[CH:13][C:8]=2[CH2:7][CH2:6][O:5]1.[F:18][C:19]1[CH:24]=[CH:23][C:22]([CH:25]([C:35]2[CH:40]=[CH:39][C:38]([F:41])=[CH:37][CH:36]=2)[CH2:26][CH2:27][CH2:28][N:29]2[CH2:34][CH2:33][NH:32][CH2:31][CH2:30]2)=[CH:21][CH:20]=1.[I-].[K+].[C:44](=[O:47])([O-:46])[O-].[K+].[K+].CN(C)C=[O:53]>>[C:12]([OH:14])(=[O:53])/[CH:13]=[CH:8]\[C:44]([OH:46])=[O:47].[CH2:16]([C:4]1([CH2:3][CH2:2][N:32]2[CH2:31][CH2:30][N:29]([CH2:28][CH2:27][CH2:26][CH:25]([C:35]3[CH:36]=[CH:37][C:38]([F:41])=[CH:39][CH:40]=3)[C:22]3[CH:21]=[CH:20][C:19]([F:18])=[CH:24][CH:23]=3)[CH2:34][CH2:33]2)[C:9]2[CH:10]=[CH:11][C:12]([O:14][CH3:15])=[CH:13][C:8]=2[CH2:7][CH2:6][O:5]1)[CH3:17] |f:2.3,4.5.6,8.9|. Reactants: ClCCC1(OCCC2=C1C=CC(=C2)OC)CC (1-(2-chloroethyl)-1-ethyl-3,4-dihydro-6-methoxy-1H-2-benzopyran), FC1=CC=C(C=C1)C(CCCN1CCNCC1)C1=CC=C(C=C1)F (1-[4,4-bis(4-fluorophenyl)butyl]piperazine), [I-].[K+] (potassium iodide), C([O-])([O-])=O.[K+].[K+] (potassium carbonate), CN(C=O)C (dimethylformamide). Yields the product dimaleate, C(\C=C/C(=O)O)(=O)O.C(C)C1(OCCC2=C1C=CC(=C2)OC)CCN2CCN(CC2)CCCC(C2=CC=C(C=C2)F)C2=CC=C(C=C2)F (1-[2-(1-ethyl-3,4-dihydro-6-methoxy-1H-2-benzopyran-1-yl)ethyl]-4-[4,4-bis(4-fluorophenyl)butyl]piperazine (Z)-2-butenedioate). Reported procedure: A mixture of 7.6 g of known 1-(2-chloroethyl)-1-ethyl-3,4-dihydro-6-methoxy-1H-2-benzopyran, 9 g of 1-[4,4-bis(4-fluorophenyl)butyl]piperazine, 0.4 g of potassium iodide, and 5 g of potassium carbonate in 100 ml of dimethylformamide was refluxed for 6 h. After hydrolysis the mixture was extracted with dimethyl ether, and the ethereal phase was washed, dried, and evaporated. The base was precipitated and the dimaleate salt was prepared in ethanol and recrystallized from ethanol-water (3:1) to giv...